This data is from the Open Reaction Database (ORD), a public repository of structured organic reaction records. The task is: describe an organic reaction: reactants, conditions, products, and yield The reactants are C(C)(=O)O[BH-](OC(C)=O)OC(C)=O.[Na+] (sodium triacetoxyborohydride), ClC=1C=C(C(=C(C(=O)OC)C1)C)NC1CCC1 (methyl 5-chloro-3-(cyclobutylamino)-2-methylbenzoate), C(C)=O (acetaldehyde), C(C)(=O)O (acetic acid). The solvent is ClC(C)Cl (dichloroethane). Conditions: time 10 minute. Product: ClC=1C=C(C(=C(C(=O)OC)C1)C)N(CC)C1CCC1 (methyl 5-chloro-3-(cyclobutyl(ethyl)amino)-2-methylbenzoate). Yield: 92.3%. Reaction SMILES: [Cl:1][C:2]1[CH:3]=[C:4]([NH:13][CH:14]2[CH2:17][CH2:16][CH2:15]2)[C:5]([CH3:12])=[C:6]([CH:11]=1)[C:7]([O:9][CH3:10])=[O:8].[CH:18](=O)[CH3:19].C(O)(=O)C.C(O[BH-](OC(=O)C)OC(=O)C)(=O)C.[Na+]>ClC(Cl)C>[Cl:1][C:2]1[CH:3]=[C:4]([N:13]([CH:14]2[CH2:17][CH2:16][CH2:15]2)[CH2:18][CH3:19])[C:5]([CH3:12])=[C:6]([CH:11]=1)[C:7]([O:9][CH3:10])=[O:8] |f:3.4|. Procedure: To a stirred solution of methyl 5-chloro-3-(cyclobutylamino)-2-methylbenzoate (0.70 g, 2.73 mmol) and acetaldehyde (0.36 g, 8.20 mmol) in dichloroethane (15 mL), acetic acid (0.98 g, 16.4 mmol) was added and the reaction stirred at room temperature for 10 minutes. Then sodium triacetoxyborohydride (1.7 g, 8.2 mmol) was added at 0° C. and the reaction stirred for 3 h at room temperature. On completion, the solvent was removed under reduced pressure to give title compound (0.71 g, 91%). RXN SMILES: [Br:1][C:2]1[CH:10]=[CH:9][C:5]([C:6]([OH:8])=O)=[C:4]([N:11]2[CH2:15][CH2:14][CH2:13][S:12]2(=[O:17])=[O:16])[CH:3]=1.[CH:18]1([C:21]2[CH:22]=[C:23]([CH3:33])[C:24]([N:27]3[CH2:32][CH2:31][NH:30][CH2:29][CH2:28]3)=[N:25][CH:26]=2)[CH2:20][CH2:19]1>>[Br:1][C:2]1[CH:10]=[CH:9][C:5]([C:6]([N:30]2[CH2:31][CH2:32][N:27]([C:24]3[C:23]([CH3:33])=[CH:22][C:21]([CH:18]4[CH2:19][CH2:20]4)=[CH:26][N:25]=3)[CH2:28][CH2:29]2)=[O:8])=[C:4]([N:11]2[CH2:15][CH2:14][CH2:13][S:12]2(=[O:17])=[O:16])[CH:3]=1. Reactants: BrC1=CC(=C(C(=O)O)C=C1)N1S(CCC1)(=O)=O (4-bromo-2-(1,1-dioxoisothiazolidin-2-yl)benzoic acid), C1(CC1)C=1C=C(C(=NC1)N1CCNCC1)C (1-(5-cyclopropyl-3-methylpyridin-2-yl)piperazine). Yield: 88.8%. Yields the product BrC1=CC(=C(C=C1)C(=O)N1CCN(CC1)C1=NC=C(C=C1C)C1CC1)N1S(CCC1)(=O)=O ([4-bromo-2-(1,1-dioxoisothiazolidin-2-yl)phenyl][4-(5-cyclopropyl-3-methylpyridin-2-yl)piperazin-1-yl]methanone). Procedure details: By reaction and treatment in the same manner as in Preparation Example 90 and using 4-bromo-2-(1,1-dioxoisothiazolidin-2-yl)benzoic acid (6.72 g) described in Preparation Example 178 and 1-(5-cyclopropyl-3-methylpyridin-2-yl)piperazine (4.56 g) described in Preparation Example 96, the title compound (9.68 g) was obtained. Starting materials: Br.C(C1=CC=CC=C1)N(CCNC(CC1=CC=CC=C1)=O)CC(=O)C1=CC(=C(C=C1)OC(C(C)(C)C)=O)OC(C(C)(C)C)=O (2-{N-benzyl-N-[2-(2-phenylacetamido)ethyl]amino}-3',4'-bis(pivaloyloxy)acetophenone hydrobromide), C(C)O (ethanol). The reagents and catalysts are [C].[Pd] (palladium-carbon). The solvent is O (water). Reaction conditions: time 18 hour. The product is C(C(C)(C)C)(=O)OC=1C=C(C=CC1OC(C(C)(C)C)=O)C(CNCCNC(CC1=CC=CC=C1)=O)O (1-[3,4-bis(pivaloyloxy)phenyl]-2-[2-(2-phenylacetamido)ethylamino]ethanol), Br (hydrobromide). Yield: 561.1%. Reaction SMILES: [BrH:1].C([N:9]([CH2:22][C:23]([C:25]1[CH:30]=[CH:29][C:28]([O:31][C:32](=[O:37])[C:33]([CH3:36])([CH3:35])[CH3:34])=[C:27]([O:38][C:39](=[O:44])[C:40]([CH3:43])([CH3:42])[CH3:41])[CH:26]=1)=[O:24])[CH2:10][CH2:11][NH:12][C:13](=[O:21])[CH2:14][C:15]1[CH:20]=[CH:19][CH:18]=[CH:17][CH:16]=1)C1C=CC=CC=1.C(O)C>O.[C].[Pd]>[C:39]([O:38][C:27]1[CH:26]=[C:25]([CH:23]([OH:24])[CH2:22][NH:9][CH2:10][CH2:11][NH:12][C:13](=[O:21])[CH2:14][C:15]2[CH:16]=[CH:17][CH:18]=[CH:19][CH:20]=2)[CH:30]=[CH:29][C:28]=1[O:31][C:32](=[O:37])[C:33]([CH3:35])([CH3:36])[CH3:34])(=[O:44])[C:40]([CH3:41])([CH3:42])[CH3:43].[BrH:1] |f:0.1,4.5|. Procedure: A solution of 2-{N-benzyl-N-[2-(2-phenylacetamido)ethyl]amino}-3',4'-bis(pivaloyloxy)acetophenone hydrobromide (2.5 g.) in a mixture (50 ml.) containing 70% v/v of ethanol in water was hydrogenated for 18 hours at a pressure of 3.5 kg./cm2 at room temperature using 10% palladium-carbon (0.8 g.). The catalyst was separated by filtration and the filtrate evaporated. Trituration of the residue with ether (30 ml.) containing several drops of ethanol gave 1-[3,4-bis(pivaloyloxy)phenyl]-2-[2-(2-phenyl... Procedure details: An aqueous solution composed of 40 g water, 11 .g maleic acid, and 5.6 g very fine iron dust is formed. The metal slowly reacts and dissolves to give iron maleate derivative solution. This solution is used as a monomer source in a polymerization reaction such as that described in Example 8, wherein equimolar amounts of maleate and vinyl acetate were used. After that, a hydrolysis is performed using the procedures described in Example 14. This reaction proceeded as follows: Starting materials: C(\C=C/C(=O)O)(=O)O (maleic acid), [Fe] (iron). As a reaction SMILES: [C:1]([OH:8])(=[O:7])/[CH:2]=[CH:3]\[C:4]([OH:6])=[O:5].[Fe:9]>O>[C:1]([O-:8])(=[O:7])/[CH:2]=[CH:3]\[C:4]([O-:6])=[O:5].[Fe+2:9] |f:3.4|. Run in O (water). The product is C(\C=C/C(=O)[O-])(=O)[O-].[Fe+2] (iron maleate). The reactants are C(C)(=O)OC(C)=O (acetic anhydride), NC1=CC=C(OC2=NC=C(C=N2)Cl)C=C1 (2-(4-Aminophenoxy)-5-chloropyrimidine), O (water). Run in C(C)(=O)O (acetic acid). Run at time 5 minute. Product: C(C)(=O)NC1=CC=C(OC2=NC=C(C=N2)Cl)C=C1 (2-(4-Acetamidophenoxy)-5-chloropyrimidine). RXN SMILES: [NH2:1][C:2]1[CH:15]=[CH:14][C:5]([O:6][C:7]2[N:12]=[CH:11][C:10]([Cl:13])=[CH:9][N:8]=2)=[CH:4][CH:3]=1.[C:16](OC(=O)C)(=[O:18])[CH3:17].O>C(O)(=O)C>[C:16]([NH:1][C:2]1[CH:15]=[CH:14][C:5]([O:6][C:7]2[N:12]=[CH:11][C:10]([Cl:13])=[CH:9][N:8]=2)=[CH:4][CH:3]=1)(=[O:18])[CH3:17]. Reported procedure: 2-(4-Aminophenoxy)-5-chloropyrimidine (20 g), was dissolved in acetic acid (100 ml), and acetic anhydride (20 ml) was added to the solution. After standing for a period of 5 minutes the solution was heated on a steam bath and hot water (100 ml) was slowly added. On cooling the product crystallised and was collected and dried. Yield 20 g, m.p. 202° C. Reactants: ClC1=NC=CC(=N1)N(C1=NC2=C(N1)C=CC=C2)C2=C(C=CC=C2C)C (2-(N-(2-chloropyrimid-4-yl)-2,6-dimethylphenylamino)-1H-benzimidazole), COC=1C=C(C=CC1OCC1CCN(CC1)C)N (3-methoxy-4-(1-methylpiperidin-4-ylmethoxy)-phenylamine), [OH-].[Na+] (NaOH). The solvent is CC(=O)O (AcOH). Run at temperature 80 celsius. Yields the product N1C(=NC2=C1C=CC=C2)N(C2=NC(=NC=C2)NC2=CC(=C(C=C2)OCC2CCN(CC2)C)OC)C2=C(C=CC=C2C)C (N4-(1H-Benzimidazol-2-yl)-N2-{3-methoxy-4-[1-methylpiperidin-4-yl-methoxy]-phenyl}-N4-(2,6-dimethylphenyl)-pyrimidine-2,4-diamine). RXN SMILES: Cl[C:2]1[N:7]=[C:6]([N:8]([C:18]2[C:23]([CH3:24])=[CH:22][CH:21]=[CH:20][C:19]=2[CH3:25])[C:9]2[NH:13][C:12]3[CH:14]=[CH:15][CH:16]=[CH:17][C:11]=3[N:10]=2)[CH:5]=[CH:4][N:3]=1.[CH3:26][O:27][C:28]1[CH:29]=[C:30]([NH2:43])[CH:31]=[CH:32][C:33]=1[O:34][CH2:35][CH:36]1[CH2:41][CH2:40][N:39]([CH3:42])[CH2:38][CH2:37]1.[OH-].[Na+]>CC(O)=O>[NH:10]1[C:11]2[CH:17]=[CH:16][CH:15]=[CH:14][C:12]=2[N:13]=[C:9]1[N:8]([C:18]1[C:23]([CH3:24])=[CH:22][CH:21]=[CH:20][C:19]=1[CH3:25])[C:6]1[CH:5]=[CH:4][N:3]=[C:2]([NH:43][C:30]2[CH:31]=[CH:32][C:33]([O:34][CH2:35][CH:36]3[CH2:41][CH2:40][N:39]([CH3:42])[CH2:38][CH2:37]3)=[C:28]([O:27][CH3:26])[CH:29]=2)[N:7]=1 |f:2.3|. Reported procedure: A pressure tube was charged with a solution of 2-(N-(2-chloropyrimid-4-yl)-2,6-dimethylphenylamino)-1H-benzimidazole (50 mg, 0.14 mmol), from Example 155 Step F, 3-methoxy-4-(1-methylpiperidin-4-ylmethoxy)-phenylamine (36 mg, 0.14 mmol) in glacial AcOH (2 mL). The reaction, a dark brown solution, was heated to 80° C. for 18 h. The reaction was cooled to RT then basified by careful addition of 5M NaOH (15 mL). The aqueous solution was extracted with CH2Cl2. The combined organic extracts were drie...